From a dataset of the Open Reaction Database (ORD), a public repository of structured organic reaction records. describe an organic reaction: reactants, conditions, products, and yield Starting materials: FC(COC1=C(C=C(N=N1)C(C)=O)C)(C)F (1-(6-(2,2-difluoropropoxy)-5-methylpyridazin-3-yl)ethanone), CC(C)(C)[S@@](=O)N ((R)-2-methylpropane-2-sulfinamide), Amine-1. Product: FC(COC1=C(C=C(N=N1)C(C)N[S@](=O)C(C)(C)C)C)(C)F ((R)—N-(1-(6-(2,2-difluoropropoxy)-5-methylpyridazin-3-yl)ethyl)-2-methylpropane-2-sulfinamide). The yield is 74.0%. As a reaction SMILES: [F:1][C:2]([F:16])([CH3:15])[CH2:3][O:4][C:5]1[N:10]=[N:9][C:8]([C:11](=O)[CH3:12])=[CH:7][C:6]=1[CH3:14].[CH3:17][C:18]([S@:21]([NH2:23])=[O:22])([CH3:20])[CH3:19]>>[F:1][C:2]([F:16])([CH3:15])[CH2:3][O:4][C:5]1[N:10]=[N:9][C:8]([CH:11]([NH:23][S@@:21]([C:18]([CH3:20])([CH3:19])[CH3:17])=[O:22])[CH3:12])=[CH:7][C:6]=1[CH3:14]. Reported procedure: The title compound is prepared in 74% yield (928 mg, yellow solid) from 1-(6-(2,2-difluoropropoxy)-5-methylpyridazin-3-yl)ethanone (860 mg, 3.74 mmol, Step-5) and (R)-2-methylpropane-2-sulfinamide (679 mg, 5.60 mmol) in a similar manner to Step-4 of Amine-1. Reactants: N#Cc1ccccc1-n1cccc1, CCO, C1CCOC1. Product: NCc1ccccc1-n1cccc1. RXN SMILES: [C:6](#[N:7])[c:8]1[c:9](-[n:14]2[cH:15][cH:16][cH:17][cH:18]2)[cH:10][cH:11][cH:12][cH:13]1.[CH3:19][CH2:20][OH:21].[O:1]1[CH2:2][CH2:3][CH2:4][CH2:5]1>>[CH2:6]([NH2:7])[c:8]1[c:9](-[n:14]2[cH:15][cH:16][cH:17][cH:18]2)[cH:10][cH:11][cH:12][cH:13]1. The reactants are CCC(C(=O)[O-])c1ccc(-n2nc(C(C)(C)C)cc2NC(=O)Nc2ccc(Oc3ccncc3)cc2)cc1, C1CCOC1, CCO, Cl, [Li+], [OH-], O. Product: CC(C)(C)c1cc(NC(=O)Nc2ccc(Oc3ccncc3)cc2)n(-c2ccc(CC(=O)O)cc2)n1. Reaction SMILES: [CH2:1]([CH3:2])[CH:3]([C:4](=[O:5])[O-:6])[c:7]1[cH:8][cH:9][c:10](-[n:13]2[n:14][c:15]([C:35]([CH3:36])([CH3:37])[CH3:38])[cH:16][c:17]2[NH:18][C:19](=[O:20])[NH:21][c:22]2[cH:23][cH:24][c:25]([O:28][c:29]3[cH:30][cH:31][n:32][cH:33][cH:34]3)[cH:26][cH:27]2)[cH:11][cH:12]1.[CH2:41]1[O:42][CH2:43][CH2:44][CH2:45]1.[CH3:47][CH2:48][OH:49].[ClH:50].[Li+:40].[OH-:39].[OH2:46]>>[CH2:3]([C:4](=[O:5])[OH:6])[c:7]1[cH:8][cH:9][c:10](-[n:13]2[n:14][c:15]([C:35]([CH3:36])([CH3:37])[CH3:38])[cH:16][c:17]2[NH:18][C:19](=[O:20])[NH:21][c:22]2[cH:23][cH:24][c:25]([O:28][c:29]3[cH:30][cH:31][n:32][cH:33][cH:34]3)[cH:26][cH:27]2)[cH:11][cH:12]1. The reactants are OC1=NC(=NC=C1OC)CN1C(C2=CC=CC=C2C1=O)=O (2-(4-Hydroxy-5-methoxy-pyrimidin-2-ylmethyl)-isoindole-1,3-dione), NN (NH2NH2). Solvent: CCO (EtOH). Product: NCC1=NC=C(C(=N1)O)OC (2-Aminomethyl-5-methoxy-pyrimidin-4-ol). RXN SMILES: [OH:1][C:2]1[C:7]([O:8][CH3:9])=[CH:6][N:5]=[C:4]([CH2:10][N:11]2C(=O)C3C(=CC=CC=3)C2=O)[N:3]=1.NN>CCO>[NH2:11][CH2:10][C:4]1[N:3]=[C:2]([OH:1])[C:7]([O:8][CH3:9])=[CH:6][N:5]=1. Procedure: The 2-(4-Hydroxy-5-methoxy-pyrimidin-2-ylmethyl)-isoindole-1,3-dione (50 mg, 0.18 mmol) is suspended in EtOH (2 mL) and to which NH2NH2 (0.5 mL) is added and the mixture is stirred till no starting material left. The precipitate is filtered and the filtrate is concentrated to provide the desired product, which is used directly without further treatment. MS (ESI): 156 (M+1)+1. Starting materials: OCCCCCCSC=1C(CC(C1)O[Si](C)(C)C(C)(C)C)=O (2-(6-hydroxyhexylthio)-4-t-butyldimethylsilyloxy-2-cyclopentenone), [Si](C)(C)(C(C)(C)C)Cl (t-butyldimethylsilyl chloride), N1C=NC=C1 (imidazole). The solvent is CN(C=O)C (N,N-dimethyl formamide). The product is [Si](C)(C)(C(C)(C)C)OCCCCCCSC=1C(CC(C1)O[Si](C)(C)C(C)(C)C)=O (2-(6-t-butyldimethylsilyloxyhexylthio)-4-t-butyldimethylsilyloxy-2-cyclopentenone). Isolated yield 74.4%. As a reaction SMILES: [OH:1][CH2:2][CH2:3][CH2:4][CH2:5][CH2:6][CH2:7][S:8][C:9]1[C:10](=[O:22])[CH2:11][CH:12]([O:14][Si:15]([C:18]([CH3:21])([CH3:20])[CH3:19])([CH3:17])[CH3:16])[CH:13]=1.[Si:23](Cl)([C:26]([CH3:29])([CH3:28])[CH3:27])([CH3:25])[CH3:24].N1C=CN=C1>CN(C)C=O>[Si:23]([O:1][CH2:2][CH2:3][CH2:4][CH2:5][CH2:6][CH2:7][S:8][C:9]1[C:10](=[O:22])[CH2:11][CH:12]([O:14][Si:15]([C:18]([CH3:19])([CH3:21])[CH3:20])([CH3:16])[CH3:17])[CH:13]=1)([C:26]([CH3:29])([CH3:28])[CH3:27])([CH3:25])[CH3:24]. Reported procedure: 440 mg (1.28 mmoles) of 2-(6-hydroxyhexylthio)-4-t-butyldimethylsilyloxy-2-cyclopentenone and 225 mg (1.50 mmoles) of t-butyldimethylsilyl chloride were treated at room temperature for 2 hours in 3 ml of N,N-dimethyl formamide in the presence of 204 mg (3.0 mmoles) of imidazole. After the reaction, the reaction mixture was extracted with hexane to give 640 mg of a crude product. The crude product was purified by thin-layer chromatography (cyclohexane/ethyl acetate=4/6) to give 437 mg (75%) of 2-...